This data is from the Open Reaction Database (ORD), a public repository of structured organic reaction records. The task is: describe an organic reaction: reactants, conditions, products, and yield Reactants: OC(O)C=1OCCN1 (dihydroxymethyl oxazoline), B(O)(O)O (boric acid). Solvent: C1(=CC=CC=C1)C (toluene). Product: B(O)(O)O.O1C=NCC1 (oxazoline borate). Reaction SMILES: OC([C:4]1[O:5][CH2:6][CH2:7][N:8]=1)O.[B:9]([OH:12])([OH:11])[OH:10]>C1(C)C=CC=CC=1>[B:9]([OH:12])([OH:11])[OH:10].[O:5]1[CH2:6][CH2:7][N:8]=[CH:4]1 |f:3.4|. Reported procedure: Approximately 150 grams of the above dihydroxymethyl oxazoline, 40 grams of boric acid and 100 grams of toluene were heated in a reactor equipped as described above to 160° C. (320° F.) until water evolution during azeotropic distillation ceased. The solvent was vacuum topped at 160° C. (320° F.) to remove solvent and filtered at 100°-110° C. (212°-230° F.) through diatomaceous earth to form an amber-colored oxazoline borate. The product contained approximately 4.9% boron. RXN SMILES: [Br:20][N:21]1[C:22](=[O:23])[CH2:24][CH2:25][C:26]1=[O:27].[CH2:62]([Cl:63])[Cl:64].[Cl:28][c:29]1[cH:30][c:31]([CH:39]([C:40](=[O:41])[OH:42])[CH2:43][CH:44]2[CH2:45][O:46][CH2:47][CH2:48]2)[cH:32][cH:33][c:34]1[S:35](=[O:36])(=[O:37])[CH3:38].[NH2:49][c:50]1[n:51][cH:52][cH:53][n:54][cH:55]1.[OH2:65].[c:1]1([P:2]([c:3]2[cH:4][cH:5][cH:6][cH:7][cH:8]2)[c:9]2[cH:10][cH:11][cH:12][cH:13][cH:14]2)[cH:15][cH:16][cH:17][cH:18][cH:19]1.[cH:56]1[cH:57][cH:58][n:59][cH:60][cH:61]1>>[Cl:28][c:29]1[cH:30][c:31]([CH:39]([C:40](=[O:42])[NH:49][c:50]2[n:51][cH:52][cH:53][n:54][cH:55]2)[CH2:43][CH:44]2[CH2:45][O:46][CH2:47][CH2:48]2)[cH:32][cH:33][c:34]1[S:35](=[O:36])(=[O:37])[CH3:38]. Starting materials: O=C1CCC(=O)N1Br, ClCCl, CS(=O)(=O)c1ccc(C(CC2CCOC2)C(=O)O)cc1Cl, Nc1cnccn1, O, c1ccc(P(c2ccccc2)c2ccccc2)cc1, c1ccncc1. Yields the product CS(=O)(=O)c1ccc(C(CC2CCOC2)C(=O)Nc2cnccn2)cc1Cl.